The task is: describe an organic reaction: reactants, conditions, products, and yield. This data is from the Open Reaction Database (ORD), a public repository of structured organic reaction records. Starting materials: CCOP(=O)(CO)OCC, C1CCOC1, O=Cc1c(Cl)cc(O)cc1Cl, CCOC(=O)N=NC(=O)OCC. The product is CCOP(=O)(COc1cc(Cl)c(C=O)c(Cl)c1)OCC. RXN SMILES: [CH2:12]([CH3:13])[O:14][P:15]([O:16][CH2:17][CH3:18])(=[O:19])[CH2:20][OH:21].[CH2:34]1[O:35][CH2:36][CH2:37][CH2:38]1.[Cl:1][c:2]1[c:3]([CH:4]=[O:5])[c:6]([Cl:11])[cH:7][c:8]([OH:10])[cH:9]1.[O:22]=[C:23]([O:24][CH2:25][CH3:26])[N:27]=[N:28][C:29]([O:30][CH2:31][CH3:32])=[O:33]>>[Cl:1][c:2]1[c:3]([CH:4]=[O:5])[c:6]([Cl:11])[cH:7][c:8]([O:10][CH2:20][P:15]([O:14][CH2:12][CH3:13])([O:16][CH2:17][CH3:18])=[O:19])[cH:9]1. Reactants: OC1=C(C=O)C=CC(=C1)OC (2-hydroxy-4-methoxybenzaldehyde), BrCC(=O)OCC (BrCH2CO2Et), C(=O)([O-])[O-].[K+].[K+] (K2CO3). Run in CN(C)C=O (DMF), CCOC(=O)C (EtOAc), O (H2O). Conditions: time 8 hour. The product is C(=O)C1=C(OCC(=O)OCC)C=C(C=C1)OC (Ethyl 2-(2-formyl-5-methoxyphenoxy)acetate). Reaction SMILES: [OH:1][C:2]1[CH:9]=[C:8]([O:10][CH3:11])[CH:7]=[CH:6][C:3]=1[CH:4]=[O:5].Br[CH2:13][C:14]([O:16][CH2:17][CH3:18])=[O:15].C([O-])([O-])=O.[K+].[K+]>CN(C=O)C.CCOC(C)=O.O>[CH:4]([C:3]1[CH:6]=[CH:7][C:8]([O:10][CH3:11])=[CH:9][C:2]=1[O:1][CH2:13][C:14]([O:16][CH2:17][CH3:18])=[O:15])=[O:5] |f:2.3.4|. Procedure: A mixture of 2-hydroxy-4-methoxybenzaldehyde (1 g; 6.58 mmol), BrCH2CO2Et (0.806 ml; 7.24 mmol) and K2CO3 (1 g, 7.24 mmol) in anhydrous DMF (5 ml) was stirred overnight at room temperature. The mixture was diluted with EtOAc (100 ml) and H2O (100 ml). The organic layer was separated and dried over MgSO4, and filtrate evaporated, to give the product (1.29 g; 97%), as colourless solid. 1H-NMR (CDCl3) 1.28 (tr, 3H, J=7.11 Hz); 3.84 (s, 3H); 4.25 (q, 2H, J=7.14, 14.28 Hz); 4.69 (s, 2H); 6.30 (d, 1H,... Starting materials: O=C([O-])[O-], CCOC(=O)C(C)(Oc1cccc(F)c1)C(O)c1ccc(OCc2ccccc2)cc1, CC[SiH](CC)CC, ClCCl, [Na+], [Na+]. Yields the product CCOC(=O)C(C)(Cc1ccc(OCc2ccccc2)cc1)Oc1cccc(F)c1. As a reaction SMILES: [C:39](=[O:40])([O-:41])[O-:42].[CH2:1]([CH3:2])[O:3][C:4]([C:5]([CH:6]([OH:7])[c:8]1[cH:9][cH:10][c:11]([O:14][CH2:15][c:16]2[cH:17][cH:18][cH:19][cH:20][cH:21]2)[cH:12][cH:13]1)([CH3:22])[O:23][c:24]1[cH:25][c:26]([F:30])[cH:27][cH:28][cH:29]1)=[O:31].[CH2:32]([SiH:33]([CH2:34][CH3:35])[CH2:36][CH3:37])[CH3:38].[Cl:45][CH2:46][Cl:47].[Na+:43].[Na+:44]>>[CH2:1]([CH3:2])[O:3][C:4]([C:5]([CH2:6][c:8]1[cH:9][cH:10][c:11]([O:14][CH2:15][c:16]2[cH:17][cH:18][cH:19][cH:20][cH:21]2)[cH:12][cH:13]1)([CH3:22])[O:23][c:24]1[cH:25][c:26]([F:30])[cH:27][cH:28][cH:29]1)=[O:31]. Reactants: CCOC(=O)c1ccc(C#Cc2ccc(C3(N(Cc4ccccc4)Cc4ccccc4)CC3)cc2)cc1, CCO, [Na+], C1CCOC1, [OH-]. The product is O=C(O)c1ccc(C#Cc2ccc(C3(N(Cc4ccccc4)Cc4ccccc4)CC3)cc2)cc1. RXN SMILES: [CH2:1]([c:2]1[cH:3][cH:4][cH:5][cH:6][cH:7]1)[N:8]([C:9]1([c:12]2[cH:13][cH:14][c:15]([C:18]#[C:19][c:20]3[cH:21][cH:22][c:23]([C:24](=[O:25])[O:26][CH2:27][CH3:28])[cH:29][cH:30]3)[cH:16][cH:17]2)[CH2:10][CH2:11]1)[CH2:31][c:32]1[cH:33][cH:34][cH:35][cH:36][cH:37]1.[CH3:40][CH2:41][OH:42].[Na+:39].[O:43]1[CH2:44][CH2:45][CH2:46][CH2:47]1.[OH-:38]>>[CH2:1]([c:2]1[cH:3][cH:4][cH:5][cH:6][cH:7]1)[N:8]([C:9]1([c:12]2[cH:13][cH:14][c:15]([C:18]#[C:19][c:20]3[cH:21][cH:22][c:23]([C:24](=[O:25])[OH:26])[cH:29][cH:30]3)[cH:16][cH:17]2)[CH2:10][CH2:11]1)[CH2:31][c:32]1[cH:33][cH:34][cH:35][cH:36][cH:37]1. The reactants are C(C1=CC=CC=C1)(=O)NCC(C(=O)OC)C(C)=O (methyl 2-(N-benzoylamino)methyl-3-oxobutanoate), [Ru((+)BINAP)](CLO4)2, stainless steel, 90. Run in ClC(C)Cl (dichloroethane). Yields the product C(C1=CC=CC=C1)(=O)NC[C@H](C(=O)OC)[C@@H](C)O (methyl (2S, 3R)-2-(N-benzoylamino)methyl-3-hydroxybutanoate). The yield is 87.2%. Reaction SMILES: [C:1]([NH:9][CH2:10][CH:11]([C:16](=[O:18])[CH3:17])[C:12]([O:14][CH3:15])=[O:13])(=[O:8])[C:2]1[CH:7]=[CH:6][CH:5]=[CH:4][CH:3]=1>ClC(Cl)C>[C:1]([NH:9][CH2:10][C@@H:11]([C@H:16]([OH:18])[CH3:17])[C:12]([O:14][CH3:15])=[O:13])(=[O:8])[C:2]1[CH:3]=[CH:4][CH:5]=[CH:6][CH:7]=1. Procedure details: In a 100 ml-volume stainless steel autoclave whose atmosphere had been displaced with nitrogen was added a solution of 2.5 g (10 mmole) of methyl 2-(N-benzoylamino)methyl-3-oxobutanoate and 184 mg (0.1 mmole) of [Ru((+)BINAP)](CLO4)2 in 18 ml of dichloroethane, and a reaction was conducted at 70° C. under a hydrogen pressure of 100 kg/cm2 for 30 hours. The reaction mixture was concentrated under reduced pressure of 20 mmHg, and the residue was purified by silica gel column chromatography using a... Reactants: OC1=C(C=O)C=CC(=C1)OC (2-hydroxy-4-methoxybenzaldehyde), C(C=C)Br (allyl bromide), C([O-])([O-])=O.[K+].[K+] (potassium carbonate). Run in CC(=O)C (acetone). Product: C(C=C)OC1=C(C=O)C=CC(=C1)OC (2-Allyloxy-4-methoxybenzaldehyde). As a reaction SMILES: [OH:1][C:2]1[CH:9]=[C:8]([O:10][CH3:11])[CH:7]=[CH:6][C:3]=1[CH:4]=[O:5].[CH2:12](Br)[CH:13]=[CH2:14].C(=O)([O-])[O-].[K+].[K+]>CC(C)=O>[CH2:14]([O:1][C:2]1[CH:9]=[C:8]([O:10][CH3:11])[CH:7]=[CH:6][C:3]=1[CH:4]=[O:5])[CH:13]=[CH2:12] |f:2.3.4|. Reported procedure: To a solution of 100 g of 2-hydroxy-4-methoxybenzaldehyde in 2 liters of acetone add 79.5 ml of allyl bromide and then, gradually, 272 g of potassium carbonate. Heat at reflux for 4 hours and then filter; concentrate the filtrate in vacuo, take up the residue in 1 liter of dichloromethane and wash the solution with 1N sodium hydroxide solution and then with saturated sodium chloride solution. Dry over magnesium sulphate and concentrate in vacuo. As a reaction SMILES: [CH2:1]([O:2][C:3](=[O:4])[N:11]1[CH:12]([CH3:35])[CH2:13][CH2:14][CH:15]([NH:19][C:20]([CH:21]([CH2:22][CH:23]([CH3:24])[CH3:25])[NH:26][C:27](=[O:28])[O:29][C:30]([CH3:31])([CH3:32])[CH3:33])=[O:34])[CH:16]([OH:18])[CH2:17]1)[c:5]1[cH:6][cH:7][cH:8][cH:9][cH:10]1.[CH3:36][OH:37].[CH3:40][CH2:41][O:42][C:43]([CH3:44])=[O:45].[H:38][H:39]>>[NH:11]1[CH:12]([CH3:35])[CH2:13][CH2:14][CH:15]([NH:19][C:20]([CH:21]([CH2:22][CH:23]([CH3:24])[CH3:25])[NH:26][C:27](=[O:28])[O:29][C:30]([CH3:31])([CH3:32])[CH3:33])=[O:34])[CH:16]([OH:18])[CH2:17]1. Product: CC(C)CC(NC(=O)OC(C)(C)C)C(=O)NC1CCC(C)NCC1O. The reactants are CC(C)CC(NC(=O)OC(C)(C)C)C(=O)NC1CCC(C)N(C(=O)OCc2ccccc2)CC1O, CO, CCOC(C)=O, [H][H]. Reactants: ClC1=CC=C(C=C1)CC(=O)NC=1C=NC=C(C1)C(=O)C1=CNC=2N=CN=CC21 (2-(4-chlorophenyl)-N-[5-(7H-pyrrolo[2,3-d]pyrimidin-5-ylcarbonyl)pyridin-3-yl]acetamide), C(=O)([O-])[O-].[Cs+].[Cs+] (Cs2CO3), BrCC(=O)N (2-bromoacetamide). The solvent is CN(C)C=O (DMF). Reaction conditions: time 8 hour. The product is NC(CN1C=C(C2=C1N=CN=C2)C(=O)C=2C=C(C=NC2)NC(CC2=CC=C(C=C2)Cl)=O)=O (N-(5-{[7-(2-amino-2-oxoethyl)-7H-pyrrolo[2,3-d]pyrimidin-5-yl]carbonyl}pyridin-3-yl)-2-(4-chlorophenyl)acetamide). Isolated yield 59.0%. Reaction SMILES: [Cl:1][C:2]1[CH:7]=[CH:6][C:5]([CH2:8][C:9]([NH:11][C:12]2[CH:13]=[N:14][CH:15]=[C:16]([C:18]([C:20]3[C:28]4[CH:27]=[N:26][CH:25]=[N:24][C:23]=4[NH:22][CH:21]=3)=[O:19])[CH:17]=2)=[O:10])=[CH:4][CH:3]=1.C([O-])([O-])=O.[Cs+].[Cs+].Br[CH2:36][C:37]([NH2:39])=[O:38]>CN(C=O)C>[NH2:39][C:37](=[O:38])[CH2:36][N:22]1[C:23]2[N:24]=[CH:25][N:26]=[CH:27][C:28]=2[C:20]([C:18]([C:16]2[CH:17]=[C:12]([NH:11][C:9](=[O:10])[CH2:8][C:5]3[CH:6]=[CH:7][C:2]([Cl:1])=[CH:3][CH:4]=3)[CH:13]=[N:14][CH:15]=2)=[O:19])=[CH:21]1 |f:1.2.3|. Procedure details: To a stirred solution of 2-(4-chlorophenyl)-N-[5-(7H-pyrrolo[2,3-d]pyrimidin-5-ylcarbonyl)pyridin-3-yl]acetamide (Example 308, 50 mg, 0.13 mmol) in DMF (1 ml) was added Cs2CO3 (75 mg, 0.23 mmol) followed by 2-bromoacetamide (21.3 mg, 0.154 mmol). The reaction was then stirred at room temperature overnight. The reaction was quenched with water (5 mL) and extracted with EtOAc (3×5 mL). The organics were combined, washed with water (5 mL) then brine (5 mL), dried over anhydrous magnesium sulfate an...